describe an organic reaction: reactants, conditions, products, and yield From a dataset of the Open Reaction Database (ORD), a public repository of structured organic reaction records. Starting materials: C1(CC1)NS(=O)(=O)CC1=CC(=CC=C1)C(F)(F)F (N-cyclopropyl-3-trifluoromethylbenzylsulfonamide), [H-].[Na+] (sodium hydride), O (Water), O (Water), BrCC(=O)N (bromoacetamide). Solvent: CN(C=O)C (dimethylformamide). Conditions: temperature 0 celsius, time 15 minute. Product: C1(CC1)N(S(=O)(=O)CC1=CC(=CC=C1)C(F)(F)F)CC(=O)N ((N-Cyclopropyl-3-Trifluoromethylbenzylsulfonamido)-Acetamide). RXN SMILES: [H-].[Na+].[CH:3]1([NH:6][S:7]([CH2:10][C:11]2[CH:16]=[CH:15][CH:14]=[C:13]([C:17]([F:20])([F:19])[F:18])[CH:12]=2)(=[O:9])=[O:8])[CH2:5][CH2:4]1.Br[CH2:22][C:23]([NH2:25])=[O:24].O>CN(C)C=O>[CH:3]1([N:6]([CH2:22][C:23]([NH2:25])=[O:24])[S:7]([CH2:10][C:11]2[CH:16]=[CH:15][CH:14]=[C:13]([C:17]([F:20])([F:18])[F:19])[CH:12]=2)(=[O:9])=[O:8])[CH2:5][CH2:4]1 |f:0.1|. Reported procedure: 0.26 Gram of sodium hydride is added portionwise to a solution containing 2.77 g of N-cyclopropyl-3-trifluoromethylbenzylsulfonamide in 50 ml of dimethylformamide over an ice bath. The mixture is stirred 15 minutes at 0° C. and then 0.0105 moles of bromoacetamide is added dropwise with cooling. The mixture is stirred overnight at room temperature. Water is then added. This will result in the formation of a precipitate and oil. Water is continued to be added until no further precipitate or oil is... The solvent is ClCCl (dichloromethane). RXN SMILES: [Cl:1][C:2]1[CH:3]=[C:4]([S:9]([N:12]([CH2:26][P:27](=[O:34])([O:31]CC)[O:28]CC)[C:13]2[CH:14]=[C:15]3[C:19](=[CH:20][CH:21]=2)[N:18]([C:22](=[O:25])[NH:23][CH3:24])[CH2:17][CH2:16]3)(=[O:11])=[O:10])[CH:5]=[C:6]([Cl:8])[CH:7]=1.C[Si](Br)(C)C.CO>ClCCl>[Cl:1][C:2]1[CH:3]=[C:4]([S:9]([N:12]([CH2:26][P:27](=[O:28])([OH:34])[OH:31])[C:13]2[CH:14]=[C:15]3[C:19](=[CH:20][CH:21]=2)[N:18]([C:22](=[O:25])[NH:23][CH3:24])[CH2:17][CH2:16]3)(=[O:10])=[O:11])[CH:5]=[C:6]([Cl:8])[CH:7]=1. Procedure details: 1.2 g diethyl {[(3,5-dichloro-phenylsulphonyl)-(1-methylcarbamoyl-2,3-dihydro-1H-indol-5-yl)-amino]-methyl}-phosphonate are dissolved in 30 ml dichloromethane. 1.2 ml of trimethylsilylbromide are added with stirring. Then the mixture is refluxed for 2 hours and after cooling to ambient temperature combined with 30 ml of methanol. The mixture is stirred for 1 hour, the solvents are eliminated in vacuo, another 30 ml of methanol are added and the mixture is stirred for a further 10 minutes. Then t... Reactants: CO (methanol), ClC=1C=C(C=C(C1)Cl)S(=O)(=O)N(C=1C=C2CCN(C2=CC1)C(NC)=O)CP(OCC)(OCC)=O (diethyl {[(3,5-dichloro-phenylsulphonyl)-(1-methylcarbamoyl-2,3-dihydro-1H-indol-5-yl)-amino]-methyl}-phosphonate), CO (methanol), C[Si](C)(C)Br (trimethylsilylbromide). Yields the product ClC=1C=C(C=C(C1)Cl)S(=O)(=O)N(C=1C=C2CCN(C2=CC1)C(NC)=O)CP(O)(O)=O ({[(3,5-dichloro-phenylsulphonyl)-(1-methylcarbamoyl-2,3-dihydro-1H-indol-5-yl)-amino]-methyl}-phosphonic acid). The product is FC=1C(=NC(=NC1)NC=1C(=CC(=C(C1)N1N=NN(C1=O)C)C1CC1)F)NC1CC(N2C(CCC2C1)=O)(C)C (1-(5-(5-fluoro-4-(hexahydro-5,5-dimethylindolizin-3(5H)-one-7-ylamino)pyrimidin-2-ylamino)-2-cyclopropyl-4-fluorophenyl)-4-methyl-1H-tetrazol-5(4H)-one). Solvent: C(C)(C)O (isopropanol). As a reaction SMILES: Cl[C:2]1[N:7]=[C:6]([NH:8][CH:9]2[CH2:17][CH:16]3[N:12]([C:13](=[O:18])[CH2:14][CH2:15]3)[C:11]([CH3:20])([CH3:19])[CH2:10]2)[C:5]([F:21])=[CH:4][N:3]=1.[NH2:22][C:23]1[C:24]([F:39])=[CH:25][C:26]([CH:36]2[CH2:38][CH2:37]2)=[C:27]([N:29]2[C:33](=[O:34])[N:32]([CH3:35])[N:31]=[N:30]2)[CH:28]=1>C(O)(C(F)(F)F)=O.C(O)(C)C>[F:21][C:5]1[C:6]([NH:8][CH:9]2[CH2:17][CH:16]3[N:12]([C:13](=[O:18])[CH2:14][CH2:15]3)[C:11]([CH3:20])([CH3:19])[CH2:10]2)=[N:7][C:2]([NH:22][C:23]2[C:24]([F:39])=[CH:25][C:26]([CH:36]3[CH2:38][CH2:37]3)=[C:27]([N:29]3[C:33](=[O:34])[N:32]([CH3:35])[N:31]=[N:30]3)[CH:28]=2)=[N:3][CH:4]=1. Conditions: temperature 100 celsius. Reported procedure: A mixture of 7-(2-chloro-5-fluoropyrimidin-4-ylamino)-hexahydro-5,5-dimethylindolizin-3(5H)-one isomer A (cis) (50 mg), 1-(5-amino-2-cyclopropyl-4-fluorophenyl)-4-methyl-1H-tetrazol-5(4H)-one (50 mg) and TFA (5 drops) in isopropanol (1 ml) was heated at 100° C. overnight in a sealed vial. After allowing to cool to room temperature, the solvent was removed in vacuo and the residue was purified by Combiflash chromatography (2.0 M ammonia methanol in dichloromethane=0-30%) to give product as racemi... The reactants are ClC1=NC=C(C(=N1)NC1CC(N2C(CCC2C1)=O)(C)C)F (7-(2-chloro-5-fluoropyrimidin-4-ylamino)-hexahydro-5,5-dimethylindolizin-3(5H)-one), NC=1C(=CC(=C(C1)N1N=NN(C1=O)C)C1CC1)F (1-(5-amino-2-cyclopropyl-4-fluorophenyl)-4-methyl-1H-tetrazol-5(4H)-one). The reagents and catalysts are C(=O)(C(F)(F)F)O (TFA). The reactants are BrC=1C=C(N(C1)C)C#N (4-bromo-1-methyl-1H-pyrrole-2-carbonitrile), [Si](C)(C)(C(C)(C)C)OC1=CC=C(N)C=C1 (4-[(tert-butyldimethylsilyl)oxy]aniline), Sodium tert-butylate, C(C)(C)(C)P(C1=C(C=CC=C1)C1=C(C=C(C=C1C(C)C)C(C)C)C(C)C)C(C)(C)C (2-di-tert-butylphosphino-2′,4′,6′-triisopropylbiphenyl). Reagents/catalysts: C=1C=CC(=CC1)/C=C/C(=O)/C=C/C2=CC=CC=C2.C=1C=CC(=CC1)/C=C/C(=O)/C=C/C2=CC=CC=C2.C=1C=CC(=CC1)/C=C/C(=O)/C=C/C2=CC=CC=C2.[Pd].[Pd] (tris(dibenzylideneacetone)dipalladium(0)). Run in C1(=CC=CC=C1)C (toluene). Run at temperature 80 celsius, time 1 hour. Yields the product [Si](C)(C)(C(C)(C)C)OC1=CC=C(C=C1)NC=1C=C(N(C1)C)C#N (4-[(4-{[tert-Butyl(dimethyl)silyl]oxy}phenyl)amino]-1-methyl-1H-pyrrole-2-carbonitrile). As a reaction SMILES: Br[C:2]1[CH:3]=[C:4]([C:8]#[N:9])[N:5]([CH3:7])[CH:6]=1.[Si:10]([O:17][C:18]1[CH:24]=[CH:23][C:21]([NH2:22])=[CH:20][CH:19]=1)([C:13]([CH3:16])([CH3:15])[CH3:14])([CH3:12])[CH3:11].C(P(C(C)(C)C)C1C=CC=CC=1C1C(C(C)C)=CC(C(C)C)=CC=1C(C)C)(C)(C)C>C1(C)C=CC=CC=1.C1C=CC(/C=C/C(/C=C/C2C=CC=CC=2)=O)=CC=1.C1C=CC(/C=C/C(/C=C/C2C=CC=CC=2)=O)=CC=1.C1C=CC(/C=C/C(/C=C/C2C=CC=CC=2)=O)=CC=1.[Pd].[Pd]>[Si:10]([O:17][C:18]1[CH:24]=[CH:23][C:21]([NH:22][C:2]2[CH:3]=[C:4]([C:8]#[N:9])[N:5]([CH3:7])[CH:6]=2)=[CH:20][CH:19]=1)([C:13]([CH3:16])([CH3:15])[CH3:14])([CH3:12])[CH3:11] |f:4.5.6.7.8|. Procedure: Nitrogen is bubbled through a solution of 4-bromo-1-methyl-1H-pyrrole-2-carbonitrile (2.82 g, 15.2 mmol) and 4-[(tert-butyldimethylsilyl)oxy]aniline (4.08 g, 18.3 mmol) in toluene (55 mL) for 5 minutes. Sodium tert-butylate (2.92 g, 30.4 mmol), tris(dibenzylideneacetone)dipalladium(0) (556 mg, 0.6 mmol) and 2-di-tert-butylphosphino-2′,4′,6′-triisopropylbiphenyl (255 mg, 0.6 mmol) are then added to the reaction mixture. The mixture is stirred for 1 hour at 80° C. under nitrogen. The suspension is...